Task: describe an organic reaction: reactants, conditions, products, and yield. Dataset: the Open Reaction Database (ORD), a public repository of structured organic reaction records Starting materials: NC1=NN(CC1)C1=CC(=C(C=C1)Br)C(F)(F)F (3-Amino-1-(4-bromo-3-trifluoromethylphenyl)-2-pyrazoline), COC1=CC=C(C=O)C=C1 (4-methoxybenzaldehyde). Reagents/catalysts: C(C)(=O)O (acetic acid). Yields the product BrC1=C(C=C(C=C1)N1N=C(CC1)N=CC1=CC=C(C=C1)OC)C(F)(F)F (1-(4-bromo-3-trifluoromethylphenyl)-3-(4-methoxybenzylideneamino)-2-pyrazoline). Isolated yield 90.4%. Reaction SMILES: [NH2:1][C:2]1[CH2:6][CH2:5][N:4]([C:7]2[CH:12]=[CH:11][C:10]([Br:13])=[C:9]([C:14]([F:17])([F:16])[F:15])[CH:8]=2)[N:3]=1.[CH3:18][O:19][C:20]1[CH:27]=[CH:26][C:23]([CH:24]=O)=[CH:22][CH:21]=1>C(O)(=O)C>[Br:13][C:10]1[CH:11]=[CH:12][C:7]([N:4]2[CH2:5][CH2:6][C:2]([N:1]=[CH:24][C:23]3[CH:26]=[CH:27][C:20]([O:19][CH3:18])=[CH:21][CH:22]=3)=[N:3]2)=[CH:8][C:9]=1[C:14]([F:17])([F:15])[F:16]. Reported procedure: 3-Amino-1-(4-bromo-3-trifluoromethylphenyl)-2-pyrazoline (prepared in Example 39 of our European patent specification No. 22-578) (240 mg) in S.V.M. (5 ml) together with 4-methoxybenzaldehyde (160 mg) and 1 drop of glacial acetic acid were heated to reflux for 1 hour. A yellow product separated which was collected, washed with methanol and dried in vacuo to yield 300 mg 1-(4-bromo-3-trifluoromethylphenyl)-3-(4-methoxybenzylideneamino)-2-pyrazoline, m.p. 175°-176° (decomp). The reactants are C(C)C=1NC=C(N1)C (2-ethyl-4-methylimidazole), C=O (paraformaldehyde). Run in C1(=CC=CC=C1)C (toluene). The product is OCN1C(=NC(=C1)C)CC (1-hydroxymethyl-2-ethyl-4-methylimidazole). The yield is 92.9%. As a reaction SMILES: [CH2:1]([C:3]1[NH:4][CH:5]=[C:6]([CH3:8])[N:7]=1)[CH3:2].[CH2:9]=[O:10]>C1(C)C=CC=CC=1>[OH:10][CH2:9][N:4]1[CH:5]=[C:6]([CH3:8])[N:7]=[C:3]1[CH2:1][CH3:2]. Procedure details: 110 g of 2-ethyl-4-methylimidazole are dissolved in 400 ml of toluene at 50° C. 30 g of paraformaldehyde are introduced into this solution, whilst stirring. The mixture is then stirred for 16 hours at 50°-55° C. and is cooled in an icebath, and the crystal slurry is filtered off. The resulting crude product is recrystallized from 300 ml of acetone. 130 g of 1-hydroxymethyl-2-ethyl-4-methylimidazole (corresponding to a yield of 92.9% of theory), of melting point 83.1°-86.3° C., are obtained. Reactants: C(CC)N (n-Propylamine), ClC1=C(C=C(C=C1)N1C(=NC=2C1=NC=CC2)C(=O)OCC)F (ethyl 3-(4-chloro-3-fluorophenyl)-3H-imidazo[4,5-b]pyridine-2-carboxylate). Solvent: C(C)O (ethanol). Run at time 18 hour. Yields the product ClC1=C(C=C(C=C1)N1C(=NC=2C1=NC=CC2)C(=O)NCCC)F (3-(4-Chloro-3-fluorophenyl)-N-propyl-3H-imidazo[4,5-b]pyridine-2-carboxamide). RXN SMILES: [CH2:1]([NH2:4])[CH2:2][CH3:3].[Cl:5][C:6]1[CH:11]=[CH:10][C:9]([N:12]2[C:16]3=[N:17][CH:18]=[CH:19][CH:20]=[C:15]3[N:14]=[C:13]2[C:21]([O:23]CC)=O)=[CH:8][C:7]=1[F:26]>C(O)C>[Cl:5][C:6]1[CH:11]=[CH:10][C:9]([N:12]2[C:16]3=[N:17][CH:18]=[CH:19][CH:20]=[C:15]3[N:14]=[C:13]2[C:21]([NH:4][CH2:1][CH2:2][CH3:3])=[O:23])=[CH:8][C:7]=1[F:26]. Reported procedure: n-Propylamine (148 mg, 2.5 mol) was added to a solution of ethyl 3-(4-chloro-3-fluorophenyl)-3H-imidazo[4,5-b]pyridine-2-carboxylate (C13) (80 mg, 0.25 mmol) in ethanol (5 mL) and the reaction mixture was stirred at room temperature for 18 hours. After concentration under reduced pressure, the residue was purified by preparative thin layer chromatography on silica gel (Eluent: 1:1 petroleum ether/ethyl acetate) to provide the product as a pale yellow solid. Yield: 28 mg, 84 μmol, 34%. LCMS m/z 3... Starting materials: solution, Br (hydrobromic acid), C(C)(=O)OC1[C@H](OC(C)=O)[C@@H](OC(C)=O)[C@H](OC(C)=O)CS1 (1,2,3,4-tetra-O-acetyl-5-thio-D-xylopyranose). Solvent: C(C)(=O)O (acetic acid), ClC(C)Cl (dichloroethane). Reaction conditions: time 2.5 hour. Yields the product C(C)(=O)O[C@H]1[C@@H](SC[C@H]([C@@H]1OC(C)=O)OC(C)=O)Br (2,3,4-tri-O-acetyl-5-thio-β-D-xylopyranosyl bromide). Yield: 39.0%. As a reaction SMILES: [BrH:1].C(O[CH:6]1[S:23][CH2:22][C@@H:17]([O:18][C:19](=[O:21])[CH3:20])[C@H:12]([O:13][C:14](=[O:16])[CH3:15])[C@H:7]1[O:8][C:9](=[O:11])[CH3:10])(=O)C>C(O)(=O)C.ClC(Cl)C>[C:9]([O:8][C@@H:7]1[C@@H:12]([O:13][C:14](=[O:16])[CH3:15])[C@H:17]([O:18][C:19](=[O:21])[CH3:20])[CH2:22][S:23][C@H:6]1[Br:1])(=[O:11])[CH3:10]. Procedure details: 3.50 ml of a 30% solution of hydrobromic acid in glacial acetic acid are added at 10° C. to a solution of 2.10 g (6.3.10-3 mol) of 1,2,3,4-tetra-O-acetyl-5-thio-D-xylopyranose in 10 cm3 of dichloroethane. After 2 to 3 h, the reaction medium is hydrolyzed, washed with a solution of sodium bicarbonate and dried over sodium sulfate (Na2SO4) and the solvent is evaporated off to dryness under reduced pressure. 0.87 g (yield: 39%) of the expected product is obtained after precipitation in ether. Starting materials: C(C)P(CC)CC (triethylphosphine), COCCCl (2-methoxyethyl chloride). Run in C1(=CC=CC=C1)C (toluene). The product is [Cl-].COCC[P+](CC)(CC)CC (2-methoxyethyltriethylphosphonium chloride). As a reaction SMILES: [CH2:1]([P:3]([CH2:6][CH3:7])[CH2:4][CH3:5])[CH3:2].[CH3:8][O:9][CH2:10][CH2:11][Cl:12]>C1(C)C=CC=CC=1>[Cl-:12].[CH3:8][O:9][CH2:10][CH2:11][P+:3]([CH2:6][CH3:7])([CH2:4][CH3:5])[CH2:1][CH3:2] |f:3.4|. Reported procedure: First, 200 ml of a toluene solution of triethylphosphine (triethylphosphine content, approx. 20%; product of Kanto Chemical) was mixed with 50 ml of 2-methoxyethyl chloride (Kanto Chemical) to effect a reaction, which was carried out under refluxing for 24 hours. The solvent was then distilled off at normal pressure, following which the remaining solvent and unreacted reagents were completed removed by distillation using a vacuum pump. The residue was recrystallized from an ethanol-THF system, y... The reactants are FC1=C(C=CC(=C1)[N+](=O)[O-])CCCC(=O)NC (4-(2-Fluoro-4-nitrophenyl)-N-methylbutanamide), CC(=O)O (AcOH). Reagents/catalysts: [Fe] (Fe). The solvent is C(C)(=O)OCC (ethyl acetate). Conditions: temperature 21 celsius. Product: NC1=CC(=C(C=C1)CCCC(=O)NC)F (4-(4-Amino-2-fluorophenyl)-N-methylbutanamide). The yield is 95.1%. RXN SMILES: [F:1][C:2]1[CH:7]=[C:6]([N+:8]([O-])=O)[CH:5]=[CH:4][C:3]=1[CH2:11][CH2:12][CH2:13][C:14]([NH:16][CH3:17])=[O:15].CC(O)=O>C(OCC)(=O)C.[Fe]>[NH2:8][C:6]1[CH:5]=[CH:4][C:3]([CH2:11][CH2:12][CH2:13][C:14]([NH:16][CH3:17])=[O:15])=[C:2]([F:1])[CH:7]=1. Reported procedure: A solution of compound 4-(2-Fluoro-4-nitrophenyl)-N-methylbutanamide (81) (18 mg, 0.07 mmol), Fe (30 mg, 0.52 mmol) and AcOH (1 mL) in ethyl acetate (3 mL) was heated under reflux for 2 h. The reaction mixture was allowed to cool to 21° C. and then filtered. The organic layer was concentrated and the residue was purified with silica gel column chromatography (dichloromethane:acetone, 9:1) to give desired 4-(4-Amino-2-fluorophenyl)-N-methylbutanamide (80) (14 mg, 86%): 1H NMR δ 6.92 (dd, 1H, J=8.... The reactants are ClC=1C(=NC=C(C1)Cl)C#N (3,5-dichloro-pyridine-2-carbonitrile), FC=1C(=NC=C(C1)F)C#N (3,5-Difluoro-pyridine-2-carbonitrile), FC=1C(=NC=C(C1)F)C#N (3,5-Difluoro-pyridine-2-carbonitrile), [Cl-].[NH4+] (ammonium chloride), C[Al](C)C (trimethylaluminium), C (methane). Run in CO (MeOH), C1(=CC=CC=C1)C (toluene). Conditions: temperature 2.5 celsius, time 8 hour. Yields the product FC=1C(=NC=C(C1)F)C(N)=N (3,5-difluoro-2-pyridinecarboximidamide). The yield is 39.1%. Reaction SMILES: [Cl-].[NH4+].C[Al](C)C.C.ClC1C(C#N)=[N:11]C=C(Cl)C=1.[F:18][C:19]1[C:20]([C:26]#[N:27])=[N:21][CH:22]=[C:23]([F:25])[CH:24]=1>C1(C)C=CC=CC=1.CO>[F:18][C:19]1[C:20]([C:26](=[NH:11])[NH2:27])=[N:21][CH:22]=[C:23]([F:25])[CH:24]=1 |f:0.1|. Reported procedure: 33.4 g (0.624 mol) of ammonium chloride are suspended in 1 l of toluene and cooled to 0-5° C. 328 ml of trimethylaluminium (2 M in hexane, 0.624 mol) are added dropwise, and the mixture is stirred at RT until the evolution of methane has ceased. The solution of 3,5-dichloro-pyridine-2-carbonitrile in toluene (solution from Example V) is then added dropwise, and the mixture is then stirred at 80° C. overnight. After cooling to from 0 to −5° C., MeOH is added dropwise until the evolution of gas ha...